This data is from the Open Reaction Database (ORD), a public repository of structured organic reaction records. The task is: describe an organic reaction: reactants, conditions, products, and yield Starting materials: ClC1=CC=C(C=C1)C1=NSC(=C1CO)C(F)(F)F ((3-(4-chlorophenyl)-5-(trifluoromethyl)isothiazol-4-yl)methanol), CC1=C(C=CC(=C1C)O)/C=C/C(=O)OCC ((E)-ethyl 3-(2,3-dimethyl-4-hydroxyphenyl)acrylate). Product: ClC1=CC=C(C=C1)C1=NSC(=C1COC1=C(C(=C(C=C1)/C=C/C(=O)O)C)C)C(F)(F)F ((E)-3-(4-((3-(4-chlorophenyl)-5-(trifluoromethyl)isothiazol-4-yl)methoxy)-2,3-dimethylphenyl)acrylic acid). Reaction SMILES: [Cl:1][C:2]1[CH:7]=[CH:6][C:5]([C:8]2[C:12]([CH2:13][OH:14])=[C:11]([C:15]([F:18])([F:17])[F:16])[S:10][N:9]=2)=[CH:4][CH:3]=1.[CH3:19][C:20]1[C:25]([CH3:26])=[C:24](O)[CH:23]=[CH:22][C:21]=1/[CH:28]=[CH:29]/[C:30]([O:32]CC)=[O:31]>>[Cl:1][C:2]1[CH:7]=[CH:6][C:5]([C:8]2[C:12]([CH2:13][O:14][C:24]3[CH:23]=[CH:22][C:21](/[CH:28]=[CH:29]/[C:30]([OH:32])=[O:31])=[C:20]([CH3:19])[C:25]=3[CH3:26])=[C:11]([C:15]([F:16])([F:18])[F:17])[S:10][N:9]=2)=[CH:4][CH:3]=1. Procedure details: The title compound was prepared according to the procedure described in Example 1 following Steps 5 and 6 by coupling of (3-(4-chlorophenyl)-5-(trifluoromethyl)isothiazol-4-yl)methanol and (E)-ethyl 3-(2,3-dimethyl-4-hydroxyphenyl)acrylate then hydrolysis to afford the desired product as an off-white solid. 1H NMR (400 MHz, CDCl3) δ 7.68 (d, J=7.5 Hz, 2H), 7.55 (d, J=11.5 Hz, 1H), 7.45 (d, J=7.8 Hz, 1H), 6.96 (d, J=5.5 Hz, 1H), 6.62 (d, J=12.0 Hz, 1H), 5.08 (s, 2H), 2.21 (s, 3H), 1.95 (s, 3H). Starting materials: ( d ), CC1(C=2C=CC(=CC2C(CC1)(C)C)/C(/C(=O)NC1=CC=C(C(=O)OC)C=C1)=C/CCCCCCCCCCCCC)C (methyl (Z)-4-[2-(5,6,7,8-tetrahydro-5,5,8,8-tetramethyl-2-naphthyl)-2-hexadecenamido]benzoate), CC1(C=2C=CC(=CC2C(CC1)(C)C)/C(/C(=O)NC1=CC=C(C(=O)O)C=C1)=C/CCCCCCCCCCCCC)C ((Z)-4-[2-(5,6,7,8-tetrahydro-5,5,8,8-tetramethyl-2-naphthyl)-2-hexadecenamido]benzoic acid). The product is CC1(C=2C=CC(=CC2C(CC1)(C)C)/C(/C(=O)NC1=CC=C(C(=O)O)C=C1)=C\CCCCCCCCCCCCC)C ((E)-4-[2-(5,6,7,8-tetrahydro-5,5,8,8-tetramethyl-2-naphthyl)-2-hexadecenamido]benzoic acid). As a reaction SMILES: [CH3:1][C:2]1([CH3:42])[CH2:11][CH2:10][C:9]([CH3:13])([CH3:12])[C:8]2[CH:7]=[C:6](/[C:14](=[CH:28]/[CH2:29][CH2:30][CH2:31][CH2:32][CH2:33][CH2:34][CH2:35][CH2:36][CH2:37][CH2:38][CH2:39][CH2:40][CH3:41])/[C:15]([NH:17][C:18]3[CH:27]=[CH:26][C:21]([C:22]([O:24]C)=[O:23])=[CH:20][CH:19]=3)=[O:16])[CH:5]=[CH:4][C:3]1=2.CC1(C)CCC(C)(C)C2C=C(/C(=C/CCCCCCCCCCCCC)/C(NC3C=CC(C(O)=O)=CC=3)=O)C=CC1=2>>[CH3:1][C:2]1([CH3:42])[CH2:11][CH2:10][C:9]([CH3:12])([CH3:13])[C:8]2[CH:7]=[C:6](/[C:14](=[CH:28]\[CH2:29][CH2:30][CH2:31][CH2:32][CH2:33][CH2:34][CH2:35][CH2:36][CH2:37][CH2:38][CH2:39][CH2:40][CH3:41])/[C:15]([NH:17][C:18]3[CH:19]=[CH:20][C:21]([C:22]([OH:24])=[O:23])=[CH:26][CH:27]=3)=[O:16])[CH:5]=[CH:4][C:3]1=2. Procedure: Following the basic procedure of Example 19 (d), beginning with 503 mg (0.9 mmol) of methyl (Z)-4-[2-(5,6,7,8-tetrahydro-5,5,8,8-tetramethyl-2-naphthyl)-2-hexadecenamido]benzoate, 435 mg (89%) of (Z)-4-[2-(5,6,7,8-tetrahydro-5,5,8,8-tetramethyl-2-naphthyl)-2-hexadecenamido]benzoic acid of melting point 164°-5° C. were obtained. Starting materials: ClC1=CC=C2C(=C(NC2=C1)C(=O)N)C=1N(C=NC1C1=CC=CC=C1)CCC(C)(C)C (6-Chloro-3-[3-(3,3-dimethyl-butyl)-5-phenyl-3H-imidazol-4-yl]-1H-indole-2-carboxylic acid amide), C(=O)(C(F)(F)F)OC(=O)C(F)(F)F (TFAA). Run in C(Cl)Cl (DCM). Yields the product ClC1=CC=C2C(=C(NC2=C1)C#N)C=1N(C=NC1C1=CC=CC=C1)CC1=CC=C(C=C1)Cl (6-Chloro-3-[3-(4-chloro-benzyl)-5-phenyl-3H-imidazol-4-yl]-1H-indole-2-carbonitrile). RXN SMILES: [Cl:1][C:2]1[CH:10]=[C:9]2[C:5]([C:6]([C:14]3[N:15]([CH2:25][CH2:26]C(C)(C)C)[CH:16]=[N:17][C:18]=3[C:19]3[CH:24]=[CH:23][CH:22]=[CH:21][CH:20]=3)=[C:7]([C:11]([NH2:13])=O)[NH:8]2)=[CH:4][CH:3]=1.C(O[C:38]([C:40](F)(F)F)=O)(C(F)(F)F)=O>C(Cl)Cl>[Cl:1][C:2]1[CH:10]=[C:9]2[C:5]([C:6]([C:14]3[N:15]([CH2:25][C:26]4[CH:40]=[CH:38][C:2]([Cl:1])=[CH:3][CH:4]=4)[CH:16]=[N:17][C:18]=3[C:19]3[CH:24]=[CH:23][CH:22]=[CH:21][CH:20]=3)=[C:7]([C:11]#[N:13])[NH:8]2)=[CH:4][CH:3]=1. Procedure details: A mixture of Example 138 (150 mg, 0.33 mmol) and TFAA (1.5 mL) in DCM (1.5 mL) is heated to reflux. After completion the reaction mixture is quenched by saturated aqueous NaHCO3. DCM is added and the organic layer is washed with brine, dried over MgSO4 and evaporated in vacuo. Silica gel flash chromatography of the residue affords the title compound as a colorless powder; ES-MS: M+H=444.9: AtRet=4.44. Reactants: COC(COC1=NC=C(C=N1)C(NC1=CC=C(C=C1)F)=O)=O ([5-(4-fluorophenylcarbamoyl)pyrimidin-2-yloxy]acetic acid methyl ester), CC1=NC(=CC=C1O)C (2,6-dimethyl-pyridin-3-ol), CN(CCCN=C=NCC)C ((3-dimethylamino-propyl)-ethyl-carbodiimide). Reagents/catalysts: CN(C)C=1C=CN=CC1 (DMAP). Run in ClCCl (dichloromethane). Run at time 1 hour. Product: CC1=NC(=CC=C1OC(COC1=NC=C(C=N1)C(NC1=CC=C(C=C1)F)=O)=O)C ([5-(4-Fluorophenylcarbamoyl)pyrimidin-2-yloxy]acetic acid 2,6-dimethyl-pyridin-3-yl ester). Isolated yield 31.2%. RXN SMILES: [CH3:1][O:2][C:3](=[O:22])[CH2:4][O:5][C:6]1[N:11]=[CH:10][C:9]([C:12](=[O:21])[NH:13][C:14]2[CH:19]=[CH:18][C:17]([F:20])=[CH:16][CH:15]=2)=[CH:8][N:7]=1.[CH3:23][C:24]1[C:29](O)=[CH:28][CH:27]=[C:26](C)[N:25]=1.CN(C)CCCN=C=NCC>CN(C1C=CN=CC=1)C.ClCCl>[CH3:27][C:26]1[C:1]([O:2][C:3](=[O:22])[CH2:4][O:5][C:6]2[N:11]=[CH:10][C:9]([C:12](=[O:21])[NH:13][C:14]3[CH:19]=[CH:18][C:17]([F:20])=[CH:16][CH:15]=3)=[CH:8][N:7]=2)=[CH:28][CH:29]=[C:24]([CH3:23])[N:25]=1. Procedure: A mixture of [5-(4-fluorophenylcarbamoyl)pyrimidin-2-yloxy]acetic acid methyl ester (prepared above, 50 mg, 0.17 mmol), 2,6-dimethyl-pyridin-3-ol (21 mg, 0.17 mmol) and DMAP (41 mg, 0.34 mmol) were slurried in dichloromethane. The solution was treated with (3-dimethylamino-propyl)-ethyl-carbodiimide (EDC) (54 mg, 0.28 mmol). After 1 h, thin layer chromatography indicated complete conversion. The reaction mixture was quenched with 10 mL 1 M HCl(aq) and 30 mL dichloromethane. The phases were parti...